From a dataset of the Open Reaction Database (ORD), a public repository of structured organic reaction records. describe an organic reaction: reactants, conditions, products, and yield The reactants are [O-]S(=O)(=S)[O-].[Na+].[Na+] (Na2S2O3), C(=O)(O)[O-].[Na+] (NaHCO3), C(C)(C)C1=C(C(=CC(=C1)C(C)C)C(C)C)S(=O)(=O)N=[N+]=[N-] (2,4,6-triisopropylbenzenesulfonyl azide), enolate, C1CCOC1 (THF), C(C)(=O)O (acetic acid), LiOHH2O, C(C)(C)[C@@H]1N(C(OC1)=O)C(CC(C(=O)OCC1=CC=CC=C1)(C)C)=O (Benzyl 4-[(4S)-4-isopropyl-2-oxo-1,3-oxazolan-3-yl]-2,2-dimethyl-4-oxobutanoate), C1CCOC1 (THF), C[Si](C)(C)[N-][Si](C)(C)C.[K+] (potassium bis(trimethylsilyl)amide), OO (H2O2). Conditions: temperature 37.5 celsius, time 45 minute. Product: C(C1=CC=CC=C1)C(C(C(=O)O)(C)C)(C(=O)O)N=[N+]=[N-] (Benzyl 3-azido-2,2-dimethylsuccinic acid). Yield: 21.0%. As a reaction SMILES: C([C@H]1COC(=O)N1C(=O)CC(C)(C)C(O[CH2:16][C:17]1[CH:22]=[CH:21][CH:20]=[CH:19][CH:18]=1)=O)(C)C.C[Si]([N-][Si](C)(C)C)(C)C.[K+].C(C1C=C(C(C)C)C=C(C(C)C)C=1S([N:54]=[N+:55]=[N-:56])(=O)=O)(C)C.[C:57]([OH:60])(=[O:59])[CH3:58].OO.[O-]S([O-])(=S)=O.[Na+].[Na+].[C:70]([O-:73])([OH:72])=O.[Na+].[CH2:75]1[CH2:79]OC[CH2:76]1>>[CH2:16]([C:58]([N:54]=[N+:55]=[N-:56])([C:57]([OH:60])=[O:59])[C:75]([CH3:79])([CH3:76])[C:70]([OH:73])=[O:72])[C:17]1[CH:18]=[CH:19][CH:20]=[CH:21][CH:22]=1 |f:1.2,6.7.8,9.10|. Reported procedure: The oxazolidinone 34 (8.67 g, 24.9 mmol) was dissolved in THF (27 mL) and was added dropwise over 15 min to a solution of potassium bis(trimethylsilyl)amide (36.5 mL, 0.69 M in THF, 25.2 mmol) at −78° C. After 45 min at −78° C., 2,4,6-triisopropylbenzenesulfonyl azide (8.89 g, 28.7 mmol) in THF (15 mL) at −78° C. was added in one portion to the enolate. After 5 min, glacial acetic acid (4.6 equiv, 6.90 g, 6.56 mL, 0.12 mol) was added and the mixture was stirred at 35-40° C. for 90 min. Tetrahydr...